Dataset: the Open Reaction Database (ORD), a public repository of structured organic reaction records. Task: describe an organic reaction: reactants, conditions, products, and yield Starting materials: ClC1=CC=C(C=2CCCCC12)OC1=C(C=C(N)C=C1C)C (4-(4-chloro-5,6,7,8-tetrahydro-1-naphthoxy)-3,5-dimethylaniline), ClC1=C(C(=O)N=C=O)C=CC=C1 (2-chlorobenzoyl isocyanate). Run in C1(=CC=CC=C1)C (toluene), C1(=CC=CC=C1)C (toluene). Conditions: temperature 70 celsius. Yields the product ClC1=CC=C(C=2CCCCC12)OC1=C(C=C(C=C1C)NC(NC(C1=C(C=CC=C1)Cl)=O)=O)C (3-(4-[4-Chloro-5,6,7,8-tetrahydro-1-naphthoxy]-3,5-dimethylphenyl)-1-(2-chlorobenzoyl) urea). Isolated yield 74.5%. RXN SMILES: [Cl:1][C:2]1[C:11]2[CH2:10][CH2:9][CH2:8][CH2:7][C:6]=2[C:5]([O:12][C:13]2[C:19]([CH3:20])=[CH:18][C:16]([NH2:17])=[CH:15][C:14]=2[CH3:21])=[CH:4][CH:3]=1.[Cl:22][C:23]1[CH:33]=[CH:32][CH:31]=[CH:30][C:24]=1[C:25]([N:27]=[C:28]=[O:29])=[O:26]>C1(C)C=CC=CC=1>[Cl:1][C:2]1[C:11]2[CH2:10][CH2:9][CH2:8][CH2:7][C:6]=2[C:5]([O:12][C:13]2[C:14]([CH3:21])=[CH:15][C:16]([NH:17][C:28](=[O:29])[NH:27][C:25](=[O:26])[C:24]3[CH:30]=[CH:31][CH:32]=[CH:33][C:23]=3[Cl:22])=[CH:18][C:19]=2[CH3:20])=[CH:4][CH:3]=1. Procedure details: To a solution containing 3.0 g of 4-(4-chloro-5,6,7,8-tetrahydro-1-naphthoxy)-3,5-dimethylaniline in 40 mL of toluene under an atmosphere of nitrogen and heated to 70° C. (internal) was slowly added a solution containing 2.7 g of 2-chlorobenzoyl isocyanate in 5 mL of toluene. The resulting mixture was heated at 70° C. for 1/2 hour. The reaction mixture was cooled to 0° C. and filtered. The collected solid was washed with toluene and then hexane. It was dried under vacuum to afford 3.58 g of a wh... Starting materials: CCCCCCCCOc1cc(-c2nnc(-c3ccc(CBr)cc3)o2)cc(OCCCCCCCC)c1OCCCCCCCC, O. Yields the product CCCCCCCCOc1cc(-c2nnc(-c3ccc(CO)cc3)o2)cc(OCCCCCCCC)c1OCCCCCCCC. RXN SMILES: [Br:1][CH2:2][c:3]1[cH:4][cH:5][c:6](-[c:9]2[o:10][c:11](-[c:14]3[cH:15][c:16]([O:38][CH2:39][CH2:40][CH2:41][CH2:42][CH2:43][CH2:44][CH2:45][CH3:46])[c:17]([O:29][CH2:30][CH2:31][CH2:32][CH2:33][CH2:34][CH2:35][CH2:36][CH3:37])[c:18]([O:20][CH2:21][CH2:22][CH2:23][CH2:24][CH2:25][CH2:26][CH2:27][CH3:28])[cH:19]3)[n:12][n:13]2)[cH:7][cH:8]1.[OH2:47]>>[CH2:2]([c:3]1[cH:4][cH:5][c:6](-[c:9]2[o:10][c:11](-[c:14]3[cH:15][c:16]([O:38][CH2:39][CH2:40][CH2:41][CH2:42][CH2:43][CH2:44][CH2:45][CH3:46])[c:17]([O:29][CH2:30][CH2:31][CH2:32][CH2:33][CH2:34][CH2:35][CH2:36][CH3:37])[c:18]([O:20][CH2:21][CH2:22][CH2:23][CH2:24][CH2:25][CH2:26][CH2:27][CH3:28])[cH:19]3)[n:12][n:13]2)[cH:7][cH:8]1)[OH:47]. Starting materials: C(=O)([O-])[O-].[K+].[K+] (K2CO3), CC(CNCCNCC(C)(C)SC(C1=CC=CC=C1)(C1=CC=CC=C1)C1=CC=CC=C1)(C)SC(C1=CC=CC=C1)(C1=CC=CC=C1)C1=CC=CC=C1 (N,N′-bis(2-methyl-2-triphenylmethylthiopropyl)ethylenediamine), BrCCCCC(=O)OCC (ethyl 5-bromovalerate). The solvent is CC#N (CH3CN). Yields the product CC(CN(CCCCC(=O)OCC)CCNCC(C)(C)SC(C1=CC=CC=C1)(C1=CC=CC=C1)C1=CC=CC=C1)(C)SC(C1=CC=CC=C1)(C1=CC=CC=C1)C1=CC=CC=C1 (N6,N9-bis(2-methyl-2-triphenylmethylthiopropyl)-6,9-diazanonanoic acid, ethyl ester). Yield: 65.7%. As a reaction SMILES: C([O-])([O-])=O.[K+].[K+].[CH3:7][C:8]([S:39][C:40]([C:53]1[CH:58]=[CH:57][CH:56]=[CH:55][CH:54]=1)([C:47]1[CH:52]=[CH:51][CH:50]=[CH:49][CH:48]=1)[C:41]1[CH:46]=[CH:45][CH:44]=[CH:43][CH:42]=1)([CH3:38])[CH2:9][NH:10][CH2:11][CH2:12][NH:13][CH2:14][C:15]([S:18][C:19]([C:32]1[CH:37]=[CH:36][CH:35]=[CH:34][CH:33]=1)([C:26]1[CH:31]=[CH:30][CH:29]=[CH:28][CH:27]=1)[C:20]1[CH:25]=[CH:24][CH:23]=[CH:22][CH:21]=1)([CH3:17])[CH3:16].Br[CH2:60][CH2:61][CH2:62][CH2:63][C:64]([O:66][CH2:67][CH3:68])=[O:65]>CC#N>[CH3:38][C:8]([S:39][C:40]([C:53]1[CH:58]=[CH:57][CH:56]=[CH:55][CH:54]=1)([C:47]1[CH:48]=[CH:49][CH:50]=[CH:51][CH:52]=1)[C:41]1[CH:42]=[CH:43][CH:44]=[CH:45][CH:46]=1)([CH3:7])[CH2:9][N:10]([CH2:11][CH2:12][NH:13][CH2:14][C:15]([S:18][C:19]([C:20]1[CH:25]=[CH:24][CH:23]=[CH:22][CH:21]=1)([C:26]1[CH:31]=[CH:30][CH:29]=[CH:28][CH:27]=1)[C:32]1[CH:33]=[CH:34][CH:35]=[CH:36][CH:37]=1)([CH3:16])[CH3:17])[CH2:60][CH2:61][CH2:62][CH2:63][C:64]([O:66][CH2:67][CH3:68])=[O:65] |f:0.1.2|. Procedure details: K2CO3 (1.92 g, 13.9 mmol, 100 mol %) was added to N,N′-bis(2-methyl-2-triphenylmethylthiopropyl)ethylenediamine (10.03 g, 13.9 mmol) in CH3CN (60 mL), followed by ethyl 5-bromovalerate (3.30 mL, 20.8 mmol, 150 mol %). The reaction was heated at reflux under argon overnight. The solution was then concentrated to a paste and partitioned between 0.25 M KOH (100 mL) and ethyl acetate (100 mL). The aqueous layer was extracted with ethyl acetate (1×50 mL) and the combined ethyl acetate layers were was... The reactants are C1OC2=CC3=C(CC(N(CC3)CCCCl)=O)C=C2OC1 (1-[7,8-ethylenedioxy-1,3,4,5-tetrahydro-2H-3-benzazepin-2-on-3-yl]-3-chloropropane), COC=1C=C2CCC(CC2=CC1OC)NC (6,7-dimethoxy-2-methylamino-1,2,3,4-tetrahydronaphthalene). Product: C1OC2=CC3=C(CC(N(CC3)CCCN(C3CC4=CC(=C(C=C4CC3)OC)OC)C)=O)C=C2OC1 (1-[7,8-Ethylenedioxy-1,3,4,5-tetrahydro-2H-3-benzazepin-2-on-3-yl]-3-[N-methyl-N-(6,7-dimethoxy-1,2,3,4-tetrahydronaphth-2-yl)-amino]-propane). Reaction SMILES: [CH2:1]1[CH2:20][O:19][C:18]2[C:3](=[CH:4][C:5]3[CH2:11][CH2:10][N:9]([CH2:12][CH2:13][CH2:14]Cl)[C:8](=[O:16])[CH2:7][C:6]=3[CH:17]=2)[O:2]1.[CH3:21][O:22][C:23]1[CH:24]=[C:25]2[C:30](=[CH:31][C:32]=1[O:33][CH3:34])[CH2:29][CH:28]([NH:35][CH3:36])[CH2:27][CH2:26]2>>[CH2:1]1[CH2:20][O:19][C:18]2[C:3](=[CH:4][C:5]3[CH2:11][CH2:10][N:9]([CH2:12][CH2:13][CH2:14][N:35]([CH3:36])[CH:28]4[CH2:27][CH2:26][C:25]5[C:30](=[CH:31][C:32]([O:33][CH3:34])=[C:23]([O:22][CH3:21])[CH:24]=5)[CH2:29]4)[C:8](=[O:16])[CH2:7][C:6]=3[CH:17]=2)[O:2]1. Reported procedure: The title compound is prepared from 1-[7,8-ethylenedioxy-1,3,4,5-tetrahydro-2H-3-benzazepin-2-on-3-yl]-3-chloropropane and 6,7-dimethoxy-2-methylamino-1,2,3,4-tetrahydronaphthalene analogously to Example 1. Mp: 152°-157° C. Starting materials: C1(=CC=C(C=C1)S(=O)(=O)NCCN(CCN(CCNS(=O)(=O)C1=CC=C(C=C1)C)S(=O)(=O)C1=CC=C(C=C1)C)S(=O)(=O)C1=CC=C(C=C1)C)C (1,4,7,10-tetra(p-toluenesulfonyl)-1,4,7,10-tetraazadecane), ClCCOCCCl (2-chloroethyl ether), O (H2O), Example 15B, [H-].[Na+] (sodium hydride). Run in CN(C)C=O (DMF), CN(C)C=O (DMF). Reaction conditions: temperature 100 celsius, time 30 minute. Product: C1(=CC=C(C=C1)S(=O)(=O)N1CCOCCN(CCN(CCN(CC1)S(=O)(=O)C1=CC=C(C=C1)C)S(=O)(=O)C1=CC=C(C=C1)C)S(=O)(=O)C1=CC=C(C=C1)C)C (4,7,10,13-Tetra(p-toluenesulfonyl)-1-oxa-4,7,10,13-tetraazacyclopentadecan). Yield: 34.0%. As a reaction SMILES: [C:1]1([CH3:50])[CH:6]=[CH:5][C:4]([S:7]([NH:10][CH2:11][CH2:12][N:13]([S:40]([C:43]2[CH:48]=[CH:47][C:46]([CH3:49])=[CH:45][CH:44]=2)(=[O:42])=[O:41])[CH2:14][CH2:15][N:16]([S:30]([C:33]2[CH:38]=[CH:37][C:36]([CH3:39])=[CH:35][CH:34]=2)(=[O:32])=[O:31])[CH2:17][CH2:18][NH:19][S:20]([C:23]2[CH:28]=[CH:27][C:26]([CH3:29])=[CH:25][CH:24]=2)(=[O:22])=[O:21])(=[O:9])=[O:8])=[CH:3][CH:2]=1.[H-].[Na+].Cl[CH2:54][CH2:55][O:56][CH2:57][CH2:58]Cl.O>CN(C=O)C>[C:26]1([CH3:29])[CH:27]=[CH:28][C:23]([S:20]([N:19]2[CH2:18][CH2:17][N:16]([S:30]([C:33]3[CH:38]=[CH:37][C:36]([CH3:39])=[CH:35][CH:34]=3)(=[O:31])=[O:32])[CH2:15][CH2:14][N:13]([S:40]([C:43]3[CH:48]=[CH:47][C:46]([CH3:49])=[CH:45][CH:44]=3)(=[O:41])=[O:42])[CH2:12][CH2:11][N:10]([S:7]([C:4]3[CH:5]=[CH:6][C:1]([CH3:50])=[CH:2][CH:3]=3)(=[O:8])=[O:9])[CH2:58][CH2:57][O:56][CH2:55][CH2:54]2)(=[O:22])=[O:21])=[CH:24][CH:25]=1 |f:1.2|. Reported procedure: To a stirred solution of 1,4,7,10-tetra(p-toluenesulfonyl)-1,4,7,10-tetraazadecane prepared as in Example 15B (35.3 g, 0.0463 mole) in anhydrous DMF (460 ml) was added sodium hydride (2.77 g-80% in mineral oil, 0.0925 mole) in portions and the resulting mixture was stirred for 30 minutes under a dry argon atmosphere. The solution was then heated to 100° C. and a solution of 2-chloroethyl ether (6.61 g, 0.0463 mole) in anhydrous DMF (90 ml) was added dropwise over a 1.5 h period, maintaining the ... Starting materials: S(=O)(Cl)Cl (Thionyl chloride), N1=CC(=CC=C1)CO ((pyridin-3-yl)methanol). Reported procedure: Thionyl chloride (9.60 g, 80.6 mmol) was added dropwise to a stirred solution of (pyridin-3-yl)methanol (2.20 g, 20.1 mmol) in 30 ml of CHCl3 at 0° C. and refluxed for 4 h. The reaction mixture was concentrated under reduced pressure to afford 2.10 g (63.6%) of 3-(chloromethyl)pyridine hydrochloride as a brown solid. Solvent: C(Cl)(Cl)Cl (CHCl3). As a reaction SMILES: S(Cl)([Cl:3])=O.[N:5]1[CH:10]=[CH:9][CH:8]=[C:7]([CH2:11]O)[CH:6]=1>C(Cl)(Cl)Cl>[ClH:3].[Cl:3][CH2:11][C:7]1[CH:6]=[N:5][CH:10]=[CH:9][CH:8]=1 |f:3.4|. Isolated yield 63.7%. Product: Cl.ClCC=1C=NC=CC1 (3-(chloromethyl)pyridine hydrochloride). The reactants are COC1=C(C=C(C(=O)OCC)C=C1)NS(=O)(=O)C (ethyl 4-methoxy-3-(methylsulfonamido)benzoate), Cl.ClCCN1CCOCC1 (4-(2-chloroethyl)morpholine hydrochloride), C(=O)([O-])[O-].[K+].[K+] (K2CO3), O (Water). Run in CN(C)C=O (DMF). Product: COC1=C(C=C(C(=O)OC)C=C1)N(S(=O)(=O)C)CCN1CCOCC1 (methyl 4-methoxy-3-(N-(2-morpholinoethyl)methylsulfonamido)-benzoate). Isolated yield 104.7%. As a reaction SMILES: [CH3:1][O:2][C:3]1[CH:13]=[CH:12][C:6]([C:7]([O:9][CH2:10]C)=[O:8])=[CH:5][C:4]=1[NH:14][S:15]([CH3:18])(=[O:17])=[O:16].Cl.Cl[CH2:21][CH2:22][N:23]1[CH2:28][CH2:27][O:26][CH2:25][CH2:24]1.C([O-])([O-])=O.[K+].[K+].O>CN(C=O)C>[CH3:1][O:2][C:3]1[CH:13]=[CH:12][C:6]([C:7]([O:9][CH3:10])=[O:8])=[CH:5][C:4]=1[N:14]([CH2:21][CH2:22][N:23]1[CH2:28][CH2:27][O:26][CH2:25][CH2:24]1)[S:15]([CH3:18])(=[O:17])=[O:16] |f:1.2,3.4.5|. Procedure: To a solution of ethyl 4-methoxy-3-(methylsulfonamido)benzoate (0.600 g, 2.314 mmol) in dry DMF (23 ml), 4-(2-chloroethyl)morpholine hydrochloride (0.517 g, 2.78 mmol) and K2CO3 (0.704 g, 5.09 mmol) were sequentially added stirring at RT under nitrogen, and the reaction was heated at 70° C. overnight. Water (40 ml) was added, and the mixture was extracted Et2O (3×) and then with EtOAc (3×). The combined organic layers were dried over Na2SO4, and the solvent was removed. The crude was purified by... Starting materials: OCCN(CCCCC1=CC=C(C#N)C=C1)CCCSCCC (4-[4- [(2-hydroxyethyl)[3-(propylthio)propyl]amino]butyl]benzonitrile), ClC1=CC(=CC=C1)C(=O)OO (m-chloroperbenzoic acid). Yields the product OCCN(CCCS(=O)CCC)CCCCC1=CC=C(C#N)C=C1 (4-[(2-hydroxyethyl(3-(propylsulfinyl)propyl)amino]butyl]benzonitrile). The yield is 24.6%. Reaction SMILES: [OH:1][CH2:2][CH2:3][N:4]([CH2:17][CH2:18][CH2:19][S:20][CH2:21][CH2:22][CH3:23])[CH2:5][CH2:6][CH2:7][CH2:8][C:9]1[CH:16]=[CH:15][C:12]([C:13]#[N:14])=[CH:11][CH:10]=1.ClC1C=CC=C(C(OO)=[O:32])C=1>>[OH:1][CH2:2][CH2:3][N:4]([CH2:5][CH2:6][CH2:7][CH2:8][C:9]1[CH:10]=[CH:11][C:12]([C:13]#[N:14])=[CH:15][CH:16]=1)[CH2:17][CH2:18][CH2:19][S:20]([CH2:21][CH2:22][CH3:23])=[O:32]. Procedure: 3.1 g of 4-[4- [(2-hydroxyethyl)[3-(propylthio)propyl]amino]butyl]benzonitrile was oxidized with 2.2 g of m-chloroperbenzoic acid in analogy with example 2. The yield was 0.8 g of the title compound.